From a dataset of the Open Reaction Database (ORD), a public repository of structured organic reaction records. describe an organic reaction: reactants, conditions, products, and yield The reactants are C=Cc1ccc2nc(CCCC)n(Cc3ccc(-c4ccccc4-c4nnnn4C(c4ccccc4)(c4ccccc4)c4ccccc4)cc3)c(=O)c2c1, CC1=[N+]([O-])CCCC1, Cc1ccccc1. Yields the product CCCCc1nc2ccc(C3CC4(C)CCCCN4O3)cc2c(=O)n1Cc1ccc(-c2ccccc2-c2nnnn2C(c2ccccc2)(c2ccccc2)c2ccccc2)cc1. RXN SMILES: [CH2:1]([CH2:2][CH2:3][CH3:4])[c:5]1[n:6][c:7]2[cH:8][cH:9][c:10]([CH:53]=[CH2:54])[cH:11][c:12]2[c:13](=[O:52])[n:14]1[CH2:15][c:16]1[cH:17][cH:18][c:19](-[c:22]2[c:23](-[c:28]3[n:29][n:30][n:31][n:32]3[C:33]([c:34]3[cH:35][cH:36][cH:37][cH:38][cH:39]3)([c:40]3[cH:41][cH:42][cH:43][cH:44][cH:45]3)[c:46]3[cH:47][cH:48][cH:49][cH:50][cH:51]3)[cH:24][cH:25][cH:26][cH:27]2)[cH:20][cH:21]1.[CH3:55][C:56]1=[N+:61]([O-:62])[CH2:60][CH2:59][CH2:58][CH2:57]1.[CH3:63][c:64]1[cH:65][cH:66][cH:67][cH:68][cH:69]1>>[CH2:1]([CH2:2][CH2:3][CH3:4])[c:5]1[n:6][c:7]2[cH:8][cH:9][c:10]([CH:53]3[CH2:54][C:56]4([CH3:55])[CH2:57][CH2:58][CH2:59][CH2:60][N:61]4[O:62]3)[cH:11][c:12]2[c:13](=[O:52])[n:14]1[CH2:15][c:16]1[cH:17][cH:18][c:19](-[c:22]2[c:23](-[c:28]3[n:29][n:30][n:31][n:32]3[C:33]([c:34]3[cH:35][cH:36][cH:37][cH:38][cH:39]3)([c:40]3[cH:41][cH:42][cH:43][cH:44][cH:45]3)[c:46]3[cH:47][cH:48][cH:49][cH:50][cH:51]3)[cH:24][cH:25][cH:26][cH:27]2)[cH:20][cH:21]1. Starting materials: C1(=CC=C(C=C1)S(=O)(=O)O)C.O1C[C@H](CC1)N ((S)-(−)-tetrahydro-3-furylamine p-toluenesulfonate salt), CC[NH+](CC)CC.CC[NH+](CC)CC.C(=O)([O-])[O-] (MP-Carbonate Resin), ClCCN=C=O (chloroethyl isocyanate). The solvent is C1CCOC1 (THF). Run at temperature 0 celsius, time 8 hour. Product: ClCCNC(=O)N[C@@H]1COCC1 ((S)-1-(2-chloroethyl)-3-(tetrahydrofuran-3-yl)urea). The yield is 29.6%. Reaction SMILES: C1(C)C=CC(S(O)(=O)=O)=CC=1.[O:12]1[CH2:16][CH2:15][C@H:14]([NH2:17])[CH2:13]1.CC[NH+](CC)CC.CC[NH+](CC)CC.C([O-])([O-])=O.[Cl:36][CH2:37][CH2:38][N:39]=[C:40]=[O:41]>C1COCC1>[Cl:36][CH2:37][CH2:38][NH:39][C:40]([NH:17][C@H:14]1[CH2:15][CH2:16][O:12][CH2:13]1)=[O:41] |f:0.1,2.3.4|. Procedure: A solution of (S)-(−)-tetrahydro-3-furylamine p-toluenesulfonate salt (0.5 g, 1.928 mmol) in THF (20 mL) was gently agitated with MP-Carbonate Resin (1.825 g, 5.78 mmol, 3.17 mmol/g loading) for 36 h, the resin removed via filtration and the filtrate cooled to 0° C., treated drop-wise with chloroethyl isocyanate (0.224 g, 2.121 mmol), warmed to RT and stirred overnight. The mixture was washed with satd. NH4Cl (1×), satd. NaHCO3 (1×), then brine (1×), dried over MgSO4, concentrated to dryness and... The reactants are C, COC(=O)CCc1cc(NC(=O)C(F)(F)F)c(OCc2ccccc2)c(-c2ccc3c(cnn3C)c2)c1, CCOC(C)=O, CO, [Pd]. Yields the product COC(=O)CCc1cc(NC(=O)C(F)(F)F)c(O)c(-c2ccc3c(cnn3C)c2)c1. Reaction SMILES: [C:46].[CH2:1]([c:2]1[cH:3][cH:4][cH:5][cH:6][cH:7]1)[O:8][c:9]1[c:10](-[c:28]2[cH:29][c:30]3[cH:31][n:32][n:33]([CH3:37])[c:34]3[cH:35][cH:36]2)[cH:11][c:12]([CH2:22][CH2:23][C:24](=[O:25])[O:26][CH3:27])[cH:13][c:14]1[NH:15][C:16]([C:17]([F:18])([F:19])[F:20])=[O:21].[CH3:38][CH2:39][O:40][C:41](=[O:42])[CH3:43].[CH3:44][OH:45].[Pd:47]>>[OH:8][c:9]1[c:10](-[c:28]2[cH:29][c:30]3[cH:31][n:32][n:33]([CH3:37])[c:34]3[cH:35][cH:36]2)[cH:11][c:12]([CH2:22][CH2:23][C:24](=[O:25])[O:26][CH3:27])[cH:13][c:14]1[NH:15][C:16]([C:17]([F:18])([F:19])[F:20])=[O:21].